From a dataset of the Open Reaction Database (ORD), a public repository of structured organic reaction records. describe an organic reaction: reactants, conditions, products, and yield The reactants are ClC1=CC=C(C=C1)C=1CCNCC1 (4-(4-chlorophenyl)-1,2,3,6-tetrahydropyridine), C1COS(=O)(=O)C1 (1,3-propane sultone). Solvent: CC(=O)C (acetone). Product: ClC1=CC=C(C=C1)C=1CCN(CC1)CCCS(=O)(=O)O (3-[4-(4-chlorophenyl)-1,2,3,6-tetrahydropyridin-1-yl]-1-propanesulfonic acid). RXN SMILES: [Cl:1][C:2]1[CH:7]=[CH:6][C:5]([C:8]2[CH2:9][CH2:10][NH:11][CH2:12][CH:13]=2)=[CH:4][CH:3]=1.[CH2:14]1[CH2:20][S:17](=[O:19])(=[O:18])[O:16][CH2:15]1>CC(C)=O>[Cl:1][C:2]1[CH:7]=[CH:6][C:5]([C:8]2[CH2:13][CH2:12][N:11]([CH2:15][CH2:14][CH2:20][S:17]([OH:19])(=[O:18])=[O:16])[CH2:10][CH:9]=2)=[CH:4][CH:3]=1. Procedure details: To a solution of 4-(4-chlorophenyl)-1,2,3,6-tetrahydropyridine (2.07 g, 10.7 mmol) in acetone (25 mL) was added 1,3-propane sultone (1.41 g, 11.8 mmol). The mixture was stirred at reflux for 2 h. The reaction mixture was cooled to room temperature. The solid was collected by filtration, washed with acetone (2×20 mL) and dried in vacuo. The product was suspended in 50% MeOH/acetone (75 mL). The suspension was stirres at reflux for 5 minutes before 25 mL of cold acetone was added. The solid materi... Reaction SMILES: [CH3:1][C:2]1[N:10]([C:11]([C:13]2[CH:14]=[CH:15][C:16]([Cl:19])=[CH:17][CH:18]=2)=[O:12])[C:9]2[CH:8]=[CH:7][C:6]([O:20][CH3:21])=[CH:5][C:4]=2[C:3]=1[CH2:22][C:23]([OH:25])=O.[C:26]([O:30][C:31](=[O:37])[NH:32][CH2:33][CH2:34][CH2:35][NH2:36])([CH3:29])([CH3:28])[CH3:27].Cl.C(N=C=NCCCN(C)C)C.ON1C2C=CC=CC=2N=N1.C(N(CC)C(C)C)(C)C>CN(C)C=O>[Cl:19][C:16]1[CH:15]=[CH:14][C:13]([C:11]([N:10]2[C:9]3[C:4](=[CH:5][C:6]([O:20][CH3:21])=[CH:7][CH:8]=3)[C:3]([CH2:22][C:23]([NH:36][CH2:35][CH2:34][CH2:33][NH:32][C:31](=[O:37])[O:30][C:26]([CH3:28])([CH3:27])[CH3:29])=[O:25])=[C:2]2[CH3:1])=[O:12])=[CH:18][CH:17]=1 |f:2.3|. Reported procedure: an Indo-Coumarinyl Analog: Compound 27gg, N-[3-{7-(N,N-Diethylamino)coumarin-3-carboxylamido}butyl]-2-{1-(4-chlorobenzoyl)-5-methoxy-2-methyl-1H-indol-3-yl}acetamide was synthesized by the method depicted in FIG. 8. Briefly, indomethacin was complexed with tert-Butyl-3-aminopropylcarbamate for 16 hours at room temperature in the presence of 1-ethyl-3-(3′-dimethylaminopropyl)carbodiimide hydrochloride (EDCl), 1-hydroxybenzotriazole (HOBt), N,N-diisopropylethylamine (DIPEA), and N,N-dimethylformam... Run in CN(C=O)C (N,N-dimethylformamide). The yield is 70.0%. Starting materials: CC1=C(C=2C=C(C=CC2N1C(=O)C=3C=CC(=CC3)Cl)OC)CC(=O)O (indomethacin), C(C)(C)(C)OC(NCCCN)=O (tert-Butyl-3-aminopropylcarbamate), Cl.C(C)N=C=NCCCN(C)C (1-ethyl-3-(3′-dimethylaminopropyl)carbodiimide hydrochloride), ON1N=NC2=C1C=CC=C2 (1-hydroxybenzotriazole), C(C)(C)N(C(C)C)CC (N,N-diisopropylethylamine), Indo-Coumarinyl. Product: N-[3-{7-(N,N-Diethylamino)coumarin-3-carboxylamido}butyl]-2-{1-(4-chlorobenzoyl)-5-methoxy-2-methyl-1H-indol-3-yl}acetamide, ClC1=CC=C(C(=O)N2C(=C(C3=CC(=CC=C23)OC)CC(=O)NCCCNC(OC(C)(C)C)=O)C)C=C1 (tert-Butyl 3-[2-{1-(4-chlorobenzoyl)-5-methoxy-2-methyl-1H-indol-3-yl}acetamido]propylcarbamate).